Dataset: the Open Reaction Database (ORD), a public repository of structured organic reaction records. Task: describe an organic reaction: reactants, conditions, products, and yield Reactants: CCCCO, Cl, Cl, NC(CS)C(=O)O. Yields the product Cl, CCCCOC(=O)C(N)CS. RXN SMILES: [CH2:9]([CH2:10][CH2:11][CH3:12])[OH:13].[ClH:14].[ClH:1].[NH2:2][CH:3]([CH2:4][SH:5])[C:6](=[O:7])[OH:8]>>[ClH:1].[NH2:2][CH:3]([CH2:4][SH:5])[C:6]([O:7][CH2:9][CH2:10][CH2:11][CH3:12])=[O:8]. Reactants: COC1=C(C=CC(=C1)OC)C=1NC(=C(N1)C=1C=NC=CC1)C (2-(2,4-dimethoxyphenyl)-5-methyl-4-(3-pyridyl)imidazole), [H-].[Na+] (sodium hydride), O (water), CI (methyl iodide). Solvent: CN(C=O)C (N,N-dimethylformamide). Conditions: time 10 minute. Product: COC1=C(C=CC(=C1)OC)C=1N(C(=C(N1)C=1C=NC=CC1)C)C (2-(2,4-dimethoxyphenyl)-1,5-dimethyl-4-(3-pyridyl)imidazole). As a reaction SMILES: [CH3:1][O:2][C:3]1[CH:8]=[C:7]([O:9][CH3:10])[CH:6]=[CH:5][C:4]=1[C:11]1[NH:12][C:13]([CH3:22])=[C:14]([C:16]2[CH:17]=[N:18][CH:19]=[CH:20][CH:21]=2)[N:15]=1.[H-].[Na+].[CH3:25]I.O>CN(C)C=O>[CH3:1][O:2][C:3]1[CH:8]=[C:7]([O:9][CH3:10])[CH:6]=[CH:5][C:4]=1[C:11]1[N:12]([CH3:25])[C:13]([CH3:22])=[C:14]([C:16]2[CH:17]=[N:18][CH:19]=[CH:20][CH:21]=2)[N:15]=1 |f:1.2|. Reported procedure: To a solution of 2-(2,4-dimethoxyphenyl)-5-methyl-4-(3-pyridyl)imidazole (0.80 g) in N,N-dimethylformamide (12 ml) was added sodium hydride (0.13 g, 60% suspension in oil), and the mixture was stirred for 10 minutes. Then methyl iodide (0.34 ml) was added thereto, and the reaction was stirred at ambient temperature for 5 hours. The solution was poured into water (100 ml), and extracted with ethyl acetate. The extract was washed with water, dried over sodium sulfate, and chromatographed on silica... The reactants are CC(=O)O, CCOC(=O)N1CCc2scc(C)c2CC1, ClC(Cl)Cl, ClCCl, O=C1CCC(=O)N1Br. Yields the product CCOC(=O)N1CCc2sc(Br)c(C)c2CC1. RXN SMILES: [C:17]([OH:18])(=[O:19])[CH3:20].[CH2:1]([CH3:2])[O:3][C:4](=[O:5])[N:6]1[CH2:7][CH2:8][c:9]2[c:10]([c:13]([CH3:16])[cH:14][s:15]2)[CH2:11][CH2:12]1.[Cl:29][CH:30]([Cl:31])[Cl:32].[Cl:33][CH2:34][Cl:35].[O:21]=[C:22]1[N:23]([Br:28])[C:24](=[O:25])[CH2:26][CH2:27]1>>[CH2:1]([CH3:2])[O:3][C:4](=[O:5])[N:6]1[CH2:7][CH2:8][c:9]2[c:10]([c:13]([CH3:16])[c:14]([Br:28])[s:15]2)[CH2:11][CH2:12]1. Reactants: CC=1NC(=C(C(C1C(=O)OCCOC)C1=CC(=CC=C1)NO)C(=O)OC(C)C)C (2-Methoxyethyl 1-Methylethyl 1,4-Dihydro-2,6-dimethyl-4-(3-hydroxylaminophenyl)-3,5-pyridinedicarboxylate), ClC1=C(C=O)C=CC=C1 (2-chlorobenzaldehyde). Yields the product CC=1NC(=C(C(C1C(=O)OCCOC)C1=CC(=CC=C1)/N(=O)=C/C1=C(C=CC=C1)Cl)C(=O)OC(C)C)C (2-Methoxyethyl 1-Methylethyl 1,4-Dihydro-2,6-dimethyl-4-{3-[(Z)-N-(2-chlorophenylmethylene)-N-oxo-λ5 -azanyl]phenyl}-3,5-pyridinedicarboxylate). Isolated yield 80.0%. As a reaction SMILES: [CH3:1][C:2]1[NH:3][C:4]([CH3:29])=[C:5]([C:23]([O:25][CH:26]([CH3:28])[CH3:27])=[O:24])[CH:6]([C:15]2[CH:20]=[CH:19][CH:18]=[C:17]([NH:21][OH:22])[CH:16]=2)[C:7]=1[C:8]([O:10][CH2:11][CH2:12][O:13][CH3:14])=[O:9].[Cl:30][C:31]1[CH:38]=[CH:37][CH:36]=[CH:35][C:32]=1[CH:33]=O>>[CH3:1][C:2]1[NH:3][C:4]([CH3:29])=[C:5]([C:23]([O:25][CH:26]([CH3:27])[CH3:28])=[O:24])[CH:6]([C:15]2[CH:20]=[CH:19][CH:18]=[C:17]([N:21](=[CH:33][C:32]3[CH:35]=[CH:36][CH:37]=[CH:38][C:31]=3[Cl:30])=[O:22])[CH:16]=2)[C:7]=1[C:8]([O:10][CH2:11][CH2:12][O:13][CH3:14])=[O:9]. Procedure: The reaction of hydroxylamine 55 (1.97 g, 5 mmol) with 2-chlorobenzaldehyde (61) (0.70 g, 5 mmol) afforded, after workup, a light yellow oil. The crude product was purified by flash chromatography with 3:5 ethyl acetate/petroleum ether as the eluant to obtain 2.11 g (4.0 mmol, 80%) of 72 as a light yellow gum: IR (CH2Cl2) 3440, 2940, 1690, 1623, 1590, 1550, 1470, 1295, 1202, 1100; 1H NMR (CDCl3) δ 1.10 (d, J=6.2 Hz, 3H), 1.22 (d, J=6.2 Hz, 3H), 2.25 (s, 6H), 3.30 (s, 3H), 3.54 (t, J=4.8 Hz, 2H),... Starting materials: CC(C)NC(=O)C(C=CC1=CC(=CC=C1)Cl)=O (N-(1-methylethyl)-3-chlorocinnamoylcarboxamide), ClC1=CC(=CC=C1)C(=O)OO (m-chloroperbenzoic acid), S(C=1C(=CC(=C(C1)C(C)(C)C)O)C)C=1C(=CC(=C(C1)C(C)(C)C)O)C (4,4'-thiobis(6-tert-butyl-m-cresol)). Solvent: C(CCl)Cl (ethylene dichloride). Yields the product CC(C)NC(=O)C1OC1C1=CC(=CC=C1)Cl (N-(1-Methylethyl)-3-(3-Chlorophenyl)-2-Oxiranecarboxamide). As a reaction SMILES: [CH3:1][CH:2]([NH:4][C:5]([C:7](=O)C=CC1C=CC=C(Cl)C=1)=[O:6])[CH3:3].[Cl:18][C:19]1[CH:24]=[CH:23][CH:22]=[C:21]([C:25]([O:27]O)=O)[CH:20]=1.S(C1C(C)=CC(O)=C(C(C)(C)C)C=1)C1C(C)=CC(O)=C(C(C)(C)C)C=1>C(Cl)CCl>[CH3:1][CH:2]([NH:4][C:5]([CH:7]1[CH:25]([C:21]2[CH:22]=[CH:23][CH:24]=[C:19]([Cl:18])[CH:20]=2)[O:27]1)=[O:6])[CH3:3]. Reported procedure: This compound was prepared from N-(1-methylethyl)-3-chlorocinnamoylcarboxamide (22.4 g.), m-chloroperbenzoic acid (23.6 g.), 4,4'-thiobis(6-tert-butyl-m-cresol) (0.3 g.), and ethylene dichloride as described in Example 7, and purified by recrystallization from ether. The compound melted at 131°-133°, and weighed 14.5 g. The reactants are O=C1CCC(=O)N1Br, ClC(Cl)(Cl)Cl, [W], Cc1ccc(C(=O)C2CCC2)cc1. Yields the product O=C(c1ccc(CBr)cc1)C1CCC1. As a reaction SMILES: [Br:14][N:15]1[C:16](=[O:17])[CH2:18][CH2:19][C:20]1=[O:21].[C:22]([Cl:23])([Cl:24])([Cl:25])[Cl:26].[W:27].[c:1]1([CH3:13])[cH:2][cH:3][c:4]([C:7](=[O:8])[CH:9]2[CH2:10][CH2:11][CH2:12]2)[cH:5][cH:6]1>>[c:1]1([CH2:13][Br:14])[cH:2][cH:3][c:4]([C:7](=[O:8])[CH:9]2[CH2:10][CH2:11][CH2:12]2)[cH:5][cH:6]1. Starting materials: [Cl-].[NH4+] (ammonium chloride), [Si](C1=CC=CC=C1)(C1=CC=CC=C1)(C(C)(C)C)OCC=1N=CN(C1C)COCC[Si](C)(C)C (4-(tert-Butyldiphenylsilyloxymethyl)-5-methyl-1-(2-trimethylsilylethoxymethyl)-1H-imidazole), CON(C(C)=O)C (N-methoxy-N-methylacetamide), C(CCC)[Li] (n-butyl lithium). The solvent is C1CCOC1 (THF). Reaction conditions: temperature -78 celsius, time 2 hour. Yields the product [Si](C1=CC=CC=C1)(C1=CC=CC=C1)(C(C)(C)C)OCC=1N=C(N(C1C)COCC[Si](C)(C)C)C(C)=O (1-[4-(tert-Butyldiphenylsilyloxymethyl)-5-methyl-1-(2-trimethylsilylethoxymethyl)-1H-imidazol-2-yl]ethanone). As a reaction SMILES: [Si:1]([O:18][CH2:19][C:20]1[N:21]=[CH:22][N:23]([CH2:26][O:27][CH2:28][CH2:29][Si:30]([CH3:33])([CH3:32])[CH3:31])[C:24]=1[CH3:25])([C:14]([CH3:17])([CH3:16])[CH3:15])([C:8]1[CH:13]=[CH:12][CH:11]=[CH:10][CH:9]=1)[C:2]1[CH:7]=[CH:6][CH:5]=[CH:4][CH:3]=1.C([Li])CCC.CON(C)[C:42](=[O:44])[CH3:43].[Cl-].[NH4+]>C1COCC1>[Si:1]([O:18][CH2:19][C:20]1[N:21]=[C:22]([C:42](=[O:44])[CH3:43])[N:23]([CH2:26][O:27][CH2:28][CH2:29][Si:30]([CH3:32])([CH3:31])[CH3:33])[C:24]=1[CH3:25])([C:14]([CH3:16])([CH3:17])[CH3:15])([C:2]1[CH:7]=[CH:6][CH:5]=[CH:4][CH:3]=1)[C:8]1[CH:9]=[CH:10][CH:11]=[CH:12][CH:13]=1 |f:3.4|. Procedure: 4-(tert-Butyldiphenylsilyloxymethyl)-5-methyl-1-(2-trimethylsilylethoxymethyl)-1H-imidazole (24.6 g) was dissolved in THF (300 mL), and cooled to −78° C. while stirring under an argon atmosphere. To the present solution was added dropwise n-butyl lithium (2.66 M hexane solution, 28.9 mL) slowly using a syringe, followed by stirring at the same temperature for 30 minutes. Then, N-methoxy-N-methylacetamide (10.5 mL) was added using a syringe, and stirring was continued for 2 hours while the temper... Starting materials: C(CCC)[Li] (n-butyl lithium), C(=O)=O (carbon dioxide), C(C)(C)NC(C)C (di-isopropylamine), BrC1=NC=C(C=C1)Cl (2-bromo-5-chloropyridine), [OH-].[Na+] (sodium hydroxide). The solvent is CCCCCC (hexane), O1CCCC1 (tetrahydrofuran), O (water). Reaction conditions: temperature -70 celsius. The product is BrC=1C=C(C(=O)O)C(=CN1)Cl (2-Bromo-5-chloro isonicotinic acid). As a reaction SMILES: C(NC(C)C)(C)C.C([Li])CCC.[Br:13][C:14]1[CH:19]=[CH:18][C:17]([Cl:20])=[CH:16][N:15]=1.[C:21](=[O:23])=[O:22].[OH-].[Na+]>O1CCCC1.CCCCCC.O>[Br:13][C:14]1[CH:19]=[C:18]([C:17]([Cl:20])=[CH:16][N:15]=1)[C:21]([OH:23])=[O:22] |f:4.5|. Procedure details: To a stirred solution of di-isopropylamine (16 ml) in anhydrous tetrahydrofuran (300 ml) at −5° C. was added, dropwise a solution of n-butyl lithium in hexane (2.5 molar, 44 ml) and the resulting solution was stirred for 30 minutes and was then cooled to −70° C. To the cooled solution was added a solution of 2-bromo-5-chloropyridine (19.2 g) in anhydrous tetrahydrofaran (50 ml) maintaining the internal temperature of the reaction below −65° C. The reaction was maintained at −70° C. for 15 minute... Starting materials: C(C)(=O)OC1=C(C=C(C(=O)C2=CC(=CC=C2)C(=O)O)C=C1CN(CC(=O)OC(C)(C)C)CC(=O)OC(C)(C)C)CN(CC(=O)OC(C)(C)C)CC(=O)OC(C)(C)C (4-Acetoxy-3,5-bis[N,N-bis(t-butoxycarbonylmethyl)aminomethyl]-3'-carboxybenzophenone), C(=O)(OCC)N1C(C=CC2=CC=CC=C12)OCC (1-carbethoxy-2-ethoxy-l,2-dihydroquinoline), O1CCCC1 (tetrahydrofuran), methyl ester, N[C@@H](CC1=CC(I)=C(C(I)=C1)OC1=CC(I)=C(C(I)=C1)O)C(=O)O (thyroxine). Conditions: time 30 minute. Yields the product C(C)(=O)OC1=C(C=C(C(=O)C2=CC(=CC=C2)CC(C2=CC(=C(C(=C2)I)OC2=CC(=C(C(=C2)I)O)I)I)C(=O)OC)C=C1CN(CC(=O)OC(C)(C)C)CC(=O)OC(C)(C)C)CN(CC(=O)OC(C)(C)C)CC(=O)OC(C)(C)C (4-Acetoxy-3,5-bis[N,N-bis(t-butoxycarbonylmethyl)aminomethyl]-3'-[4-(4-hydroxy-3,5-diiodophenoxy)-3,5-diiodo-β-methoxycarbonylphenethyl]benzophenone). Reaction SMILES: [C:1]([O:4][C:5]1[C:21]([CH2:22][N:23]([CH2:32][C:33]([O:35][C:36]([CH3:39])([CH3:38])[CH3:37])=[O:34])[CH2:24][C:25]([O:27][C:28]([CH3:31])([CH3:30])[CH3:29])=[O:26])=[CH:20][C:8]([C:9](C2C=CC=C(C(O)=O)C=2)=[O:10])=[CH:7][C:6]=1[CH2:40][N:41]([CH2:50][C:51]([O:53][C:54]([CH3:57])([CH3:56])[CH3:55])=[O:52])[CH2:42][C:43]([O:45][C:46]([CH3:49])([CH3:48])[CH3:47])=[O:44])(=[O:3])[CH3:2].C(N1[C:72]2[C:67](=[CH:68][CH:69]=[CH:70][CH:71]=2)[CH:66]=[CH:65][CH:64]1[O:73][CH2:74]C)(OCC)=O.N[C@H](C(O)=O)C[C:79]1[CH:86]=[C:84]([I:85])[C:83]([O:87][C:88]2[CH:95]=[C:93]([I:94])[C:92]([OH:96])=[C:90]([I:91])[CH:89]=2)=[C:81]([I:82])[CH:80]=1.[O:100]1CCCC1>>[C:1]([O:4][C:5]1[C:21]([CH2:22][N:23]([CH2:32][C:33]([O:35][C:36]([CH3:38])([CH3:37])[CH3:39])=[O:34])[CH2:24][C:25]([O:27][C:28]([CH3:29])([CH3:30])[CH3:31])=[O:26])=[CH:20][C:8]([C:9]([C:71]2[CH:70]=[CH:69][CH:68]=[C:67]([CH2:66][CH:65]([C:64]([O:73][CH3:74])=[O:100])[C:79]3[CH:86]=[C:84]([I:85])[C:83]([O:87][C:88]4[CH:89]=[C:90]([I:91])[C:92]([OH:96])=[C:93]([I:94])[CH:95]=4)=[C:81]([I:82])[CH:80]=3)[CH:72]=2)=[O:10])=[CH:7][C:6]=1[CH2:40][N:41]([CH2:42][C:43]([O:45][C:46]([CH3:47])([CH3:48])[CH3:49])=[O:44])[CH2:50][C:51]([O:53][C:54]([CH3:55])([CH3:56])[CH3:57])=[O:52])(=[O:3])[CH3:2]. Reported procedure: A mixture of 900 mg of 20 and 0.265 g (1.07 mmol) of 1-carbethoxy-2-ethoxy-l,2-dihydroquinoline (EEDQ) in 20 mL of dry tetrahydrofuran was stirred for 30 minutes and 0.85 g (1.07 mmol) of the methyl ester of thyroxine was added. The mixture was stirred overnight. The reaction mixture was purified by gel permeation chromatography using tetrahydrofuran as the solvent, giving 630 mg of material which showed an NRR spectrum which was consistent with structure 21.